This data is from the Open Reaction Database (ORD), a public repository of structured organic reaction records. The task is: describe an organic reaction: reactants, conditions, products, and yield Reactants: C(C(C)C)(=O)C1=C(NC2=CC(=CC=C12)C(=O)OCC1=CC=CC=C1)CCC (benzyl 3-isobutyryl-2-propylindole-6-carboxylate), C(C)(C)N(CC)C(C)C (diisopropylethylamine), ClC1=C(C(=O)Cl)C=CC=C1 (2-chlorobenzoyl chloride). The reagents and catalysts are CN(C1=CC=NC=C1)C (4-dimethylaminopyridine). Run in ClCCl (dichloromethane). Conditions: temperature 20 celsius. Yields the product ClC1=C(C(=O)N2C(=C(C3=CC=C(C=C23)C(=O)OCC2=CC=CC=C2)C(C(C)C)=O)CCC)C=CC=C1 (benzyl 1-(2-chlorobenzoyl)-3-isobutyryl-2-propylindole-6-carboxylate). Isolated yield 115.4%. Reaction SMILES: [C:1]([C:6]1[C:14]2[C:9](=[CH:10][C:11]([C:15]([O:17][CH2:18][C:19]3[CH:24]=[CH:23][CH:22]=[CH:21][CH:20]=3)=[O:16])=[CH:12][CH:13]=2)[NH:8][C:7]=1[CH2:25][CH2:26][CH3:27])(=[O:5])[CH:2]([CH3:4])[CH3:3].C(N(C(C)C)CC)(C)C.[Cl:37][C:38]1[CH:46]=[CH:45][CH:44]=[CH:43][C:39]=1[C:40](Cl)=[O:41]>ClCCl.CN(C)C1C=CN=CC=1>[Cl:37][C:38]1[CH:46]=[CH:45][CH:44]=[CH:43][C:39]=1[C:40]([N:8]1[C:9]2[C:14](=[CH:13][CH:12]=[C:11]([C:15]([O:17][CH2:18][C:19]3[CH:20]=[CH:21][CH:22]=[CH:23][CH:24]=3)=[O:16])[CH:10]=2)[C:6]([C:1](=[O:5])[CH:2]([CH3:4])[CH3:3])=[C:7]1[CH2:25][CH2:26][CH3:27])=[O:41]. Reported procedure: To a stirred mixture of benzyl 3-isobutyryl-2-propylindole-6-carboxylate (207 mg) and diisopropylethylamine (295 mg) in dichloromethane (6 ml) were added 2-chlorobenzoyl chloride (299 mg) and 4-dimethylaminopyridine (12 mg) at 0° C. The reaction mixture was refluxed for 15 hours. The reaction mixture was cooled to 20° C. and washed with 1N hydrochloric acid, water, saturated sodium bicarbonate, water and brine. The organic phase was dried over sodium sulfate and evaporated in vacuo. The residue ... Starting materials: C30H29ClN4O5, ClCl (chlorine), ClC=1C=CC2=C(N(C(=N2)C(CC2=CC=C(C=C2)O)NC(C2=CC(=C(C=C2)C(=O)N2CCCC2)C)=O)CC(=O)OC)C1 (rac.-N-{1-[6-chloro-1-(methoxycarbonylmethyl)-1H-benzimidazol-2-yl]-2-(4-hydroxyphenyl)ethyl}-3-methyl-4-(pyrrolidin-1-ylcarbonyl)benzamide), [OH-].[Na+] (sodium hydroxide), ClCCl.C(C)O.N (dichloromethane ethanol ammonia). Run in CO (methanol). The product is ClC=1C=CC2=C(N(C(=N2)C(CC2=CC=C(C=C2)O)NC(C2=CC(=C(C=C2)C(=O)N2CCCC2)C)=O)CC(=O)O)C1 (rac.-N-{1-[6-chloro-1-(hydroxycarbonylmethyl)-1H-benzimidazol-2-yl]-2-(4-hydroxyphenyl)ethyl}-3-methyl-4-(pyrrolidin-1-ylcarbonyl)benzamide). The yield is 79.0%. RXN SMILES: [Cl:1][C:2]1[CH:3]=[CH:4][C:5]2[N:9]=[C:8]([CH:10]([NH:19][C:20](=[O:35])[C:21]3[CH:26]=[CH:25][C:24]([C:27]([N:29]4[CH2:33][CH2:32][CH2:31][CH2:30]4)=[O:28])=[C:23]([CH3:34])[CH:22]=3)[CH2:11][C:12]3[CH:17]=[CH:16][C:15]([OH:18])=[CH:14][CH:13]=3)[N:7]([CH2:36][C:37]([O:39]C)=[O:38])[C:6]=2[CH:41]=1.[OH-].[Na+].ClCCl.C(O)C.N.ClCl>CO>[Cl:1][C:2]1[CH:3]=[CH:4][C:5]2[N:9]=[C:8]([CH:10]([NH:19][C:20](=[O:35])[C:21]3[CH:26]=[CH:25][C:24]([C:27]([N:29]4[CH2:33][CH2:32][CH2:31][CH2:30]4)=[O:28])=[C:23]([CH3:34])[CH:22]=3)[CH2:11][C:12]3[CH:17]=[CH:16][C:15]([OH:18])=[CH:14][CH:13]=3)[N:7]([CH2:36][C:37]([OH:39])=[O:38])[C:6]=2[CH:41]=1 |f:1.2,3.4.5|. Procedure details: Prepared analogously to Example 19b from rac.-N-{1-[6-chloro-1-(methoxycarbonylmethyl)-1H-benzimidazol-2-yl]-2-(4-hydroxyphenyl)ethyl}-3-methyl-4-(pyrrolidin-1-ylcarbonyl)benzamide and sodium hydroxide solution in methanol. Yield: 79%; Rf value: 0.18 (silica gel; dichloromethane/ethanol/ammonia=9:1:0.1); C30H29ClN4O5 (561.04); mass spectrum: (M+H)+=561/563 (chlorine isotope). The reactants are COc1ccc2ncc([N+](=O)[O-])c(O)c2c1, O=P(Cl)(Cl)Cl. Product: COc1ccc2ncc([N+](=O)[O-])c(Cl)c2c1. As a reaction SMILES: [CH3:1][O:2][c:3]1[cH:4][c:5]2[c:6]([OH:16])[c:7]([N+:13](=[O:14])[O-:15])[cH:8][n:9][c:10]2[cH:11][cH:12]1.[P:17]([Cl:18])([Cl:19])([Cl:20])=[O:21]>>[CH3:1][O:2][c:3]1[cH:4][c:5]2[c:6]([Cl:19])[c:7]([N+:13](=[O:14])[O-:15])[cH:8][n:9][c:10]2[cH:11][cH:12]1. Reactants: C(C)N(C(=O)C1(OC2=C(C(=C(C(=C2CC1)C)O)C)C)C)C (N-ethyl-6-hydroxy-N,2,5,7,8-pentamethylchroman-2-carboxamide), O=[N+]([O-])[O-].[O-][N+]([O-])=O.[O-][N+]([O-])=O.[O-][N+]([O-])=O.[O-][N+]([O-])=O.[O-][N+]([O-])=O.[Ce+4].[NH4+].[NH4+] (CAN). Product: C(C)N(C(C(CCC1=C(C(C(=C(C1=O)C)C)=O)C)(C)O)=O)C (N-ethyl-2-hydroxy-N,2-dimethyl-4-(2,4,5-trimethyl-3,6-dioxocyclohexa-1,4-dienyl)butanamide). The yield is 92.3%. Reaction SMILES: [CH2:1]([N:3]([CH3:21])[C:4]([C:6]1([CH3:20])[CH2:15][CH2:14][C:13]2[C:8](=[C:9]([CH3:19])[C:10]([CH3:18])=[C:11]([OH:17])[C:12]=2[CH3:16])[O:7]1)=[O:5])[CH3:2].[O:22]=[N+]([O-])[O-].[O-][N+](=O)[O-].[O-][N+](=O)[O-].[O-][N+](=O)[O-].[O-][N+](=O)[O-].[O-][N+](=O)[O-].[Ce+4].[NH4+].[NH4+]>>[CH2:1]([N:3]([CH3:21])[C:4](=[O:5])[C:6]([OH:22])([CH3:20])[CH2:15][CH2:14][C:13]1[C:8](=[O:7])[C:9]([CH3:19])=[C:10]([CH3:18])[C:11](=[O:17])[C:12]=1[CH3:16])[CH3:2] |f:1.2.3.4.5.6.7.8.9|. Procedure: Oxidation as described in protocol B, using 78 mg (0.268 mmol) of N-ethyl-6-hydroxy-N,2,5,7,8-pentamethylchroman-2-carboxamide and 323 mg CAN (0.590 mmol) yielded 76 mg of N-ethyl-2-hydroxy-N,2-dimethyl-4-(2,4,5-trimethyl-3,6-dioxocyclohexa-1,4-dienyl)butanamide as a yellow oil. Reactants: C(C)N(C(C)C)C(C)C (N-ethyldiisopropylamine), Cl.COC1=CC=C(C2=C1N=C(S2)C2=NC1=C(CCNCC1)N2)N2CCOCC2 (2-(4-methoxy-7-morpholin-4-yl-benzothiazol-2-yl)-1,4,5,6,7,8-hexahydro-imidazo[4,5-d]azepine hydrochloride), C=1(C(=CC=CC1)C(=O)Cl)C (o-toluoyl chloride). Solvent: O1CCCC1 (tetrahydrofurane). The product is COC1=CC=C(C2=C1N=C(S2)C2=NC1=C(CCN(CC1)C(=O)C1=C(C=CC=C1)C)N2)N2CCOCC2 ([2-(4-methoxy-7-morpholin-4-yl-benzothiazol-2-yl)-4,5,7,8-tetrahydro-1H-imidazo[4,5-d]azepin-6-yl]-o-tolyl-methanone). Yield: 98.4%. Reaction SMILES: Cl.[CH3:2][O:3][C:4]1[C:9]2[N:10]=[C:11]([C:13]3[NH:22][C:16]4[CH2:17][CH2:18][NH:19][CH2:20][CH2:21][C:15]=4[N:14]=3)[S:12][C:8]=2[C:7]([N:23]2[CH2:28][CH2:27][O:26][CH2:25][CH2:24]2)=[CH:6][CH:5]=1.C(N(C(C)C)C(C)C)C.[C:38]1([CH3:47])[C:39]([C:44](Cl)=[O:45])=[CH:40][CH:41]=[CH:42][CH:43]=1>O1CCCC1>[CH3:2][O:3][C:4]1[C:9]2[N:10]=[C:11]([C:13]3[NH:22][C:16]4[CH2:17][CH2:18][N:19]([C:44]([C:39]5[CH:40]=[CH:41][CH:42]=[CH:43][C:38]=5[CH3:47])=[O:45])[CH2:20][CH2:21][C:15]=4[N:14]=3)[S:12][C:8]=2[C:7]([N:23]2[CH2:24][CH2:25][O:26][CH2:27][CH2:28]2)=[CH:6][CH:5]=1 |f:0.1|. Procedure: To a suspension of 0.04 g 2-(4-methoxy-7-morpholin-4-yl-benzothiazol-2-yl)-1,4,5,6,7,8-hexahydro-imidazo[4,5-d]azepine hydrochloride in 3.4 ml tetrahydrofurane were added at 0–4° C. 0.07 ml N-ethyldiisopropylamine and 0.017 g o-toluoyl chloride. The mixture was refluxed for 17 hours, silicagel was added and the solvent was distilled off. The residue was transferred to a column prefilled with silicagel and was chromatographed with dichloromethane/methanol 96:4 to yield 0.047 g (94%) [2-(4-methoxy... Starting materials: CSCC=1OC2=CC=CC=C2C(C1)=O (2-methylthiomethyl-4-oxo-4H-chromene), CI (methyl iodide). Solvent: ClCCl (dichloromethane). Reaction conditions: time 4 day. Yields the product ICC=1OC2=CC=CC=C2C(C1)=O (2-Iodomethyl-4-oxo-4H-chromene). Reaction SMILES: CS[CH2:3][C:4]1[O:5][C:6]2[C:11]([C:12](=[O:14])[CH:13]=1)=[CH:10][CH:9]=[CH:8][CH:7]=2.C[I:16]>ClCCl>[I:16][CH2:3][C:4]1[O:5][C:6]2[C:11]([C:12](=[O:14])[CH:13]=1)=[CH:10][CH:9]=[CH:8][CH:7]=2. Procedure details: 8 g of 2-methylthiomethyl-4-oxo-4H-chromene, 200 ml of methyl iodide and 26 ml of dichloromethane are brought to reflux with stirring for 4 days. The precipitate is filtered off, the excess solvents and reagents are evaporated off, the residue is taken up with ethyl ether and the organic phase is washed with sodium thiosulfate solution, dried and evaporated. Reactants: OC1=C(C=C(C=C1OC)/C=C/C=C/C(=O)NCCN1CCC(CC1)C1=CNC2=CC=CC=C12)OC (1-[2-{5-(4-hydroxy-3, 5-dimethoxyphenyl)-(2E, 4E)-2, 4-pentadienoylamino}ethyl]-4-(3-indolyl)-piperidine), C(\C=C\C(=O)O)(=O)O (fumaric acid). Run in CO (methanol). Product: C(\C=C\C(=O)O)(=O)O.OC1=C(C=C(C=C1OC)/C=C/C=C/C(=O)NCCN1CCC(CC1)C1=CNC2=CC=CC=C12)OC (1-[2-{5-(4-hydroxy-3, 5-dimethoxyphenyl)-(2E, 4E)-2, 4-pentadienoylamino}ethyl]-4-(3-indolyl)piperidine fumarate). The yield is 87.1%. RXN SMILES: [OH:1][C:2]1[C:7]([O:8][CH3:9])=[CH:6][C:5](/[CH:10]=[CH:11]/[CH:12]=[CH:13]/[C:14]([NH:16][CH2:17][CH2:18][N:19]2[CH2:24][CH2:23][CH:22]([C:25]3[C:33]4[C:28](=[CH:29][CH:30]=[CH:31][CH:32]=4)[NH:27][CH:26]=3)[CH2:21][CH2:20]2)=[O:15])=[CH:4][C:3]=1[O:34][CH3:35].[C:36]([OH:43])(=[O:42])/[CH:37]=[CH:38]/[C:39]([OH:41])=[O:40]>CO>[C:36]([OH:43])(=[O:42])/[CH:37]=[CH:38]/[C:39]([OH:41])=[O:40].[OH:1][C:2]1[C:3]([O:34][CH3:35])=[CH:4][C:5](/[CH:10]=[CH:11]/[CH:12]=[CH:13]/[C:14]([NH:16][CH2:17][CH2:18][N:19]2[CH2:24][CH2:23][CH:22]([C:25]3[C:33]4[C:28](=[CH:29][CH:30]=[CH:31][CH:32]=4)[NH:27][CH:26]=3)[CH2:21][CH2:20]2)=[O:15])=[CH:6][C:7]=1[O:8][CH3:9] |f:3.4|. Reported procedure: A mixture of 1-[2-{5-(4-hydroxy-3, 5-dimethoxyphenyl)-(2E, 4E)-2, 4-pentadienoylamino}ethyl]-4-(3-indolyl)-piperidine (7.0 g), fumaric acid (1.708 g) and methanol (200 ml) was refluxed. After the solid was completely dissolved, the mixture was filtered and the filtrate was allowed to stand at ambient temperature. The resulting precipitate was collected by filtration, washed with methanol (10 ml) and dried to give 1-[2-{5-(4-hydroxy-3, 5-dimethoxyphenyl)-(2E, 4E)-2, 4-pentadienoylamino}ethyl]-4-(... Reactants: BrC1=CC=C(C=C1)[C@H](C)NCC[C@](CC=C)(C1=CC=C(C=C1)F)N[S@](=O)C(C)(C)C ((R)—N—((R)-1-((S)-1-(4-bromophenyl)ethylamino)-3-(4-fluorophenyl)hex-5-en-3-yl)-2-methylpropane-2-sulfinamide), O1CCOCC1 (dioxane), C(=O)([O-])[O-].[Na+].[Na+] (Na2CO3). The solvent is Cl (HCl). Conditions: temperature 0 celsius, time 1 hour. Product: BrC1=CC=C(C=C1)[C@H](C)NCC[C@@](CC=C)(N)C1=CC=C(C=C1)F ((R)—N1—((S)-1-(4-bromophenyl)ethyl)-3-(4-fluorophenyl)hex-5-ene-1,3-diamine). The yield is 95.2%. RXN SMILES: [Br:1][C:2]1[CH:7]=[CH:6][C:5]([C@@H:8]([NH:10][CH2:11][CH2:12][C@@:13]([NH:24][S@@](C(C)(C)C)=O)([C:17]2[CH:22]=[CH:21][C:20]([F:23])=[CH:19][CH:18]=2)[CH2:14][CH:15]=[CH2:16])[CH3:9])=[CH:4][CH:3]=1.O1CCOCC1.C([O-])([O-])=O.[Na+].[Na+]>Cl>[Br:1][C:2]1[CH:7]=[CH:6][C:5]([C@@H:8]([NH:10][CH2:11][CH2:12][C@:13]([C:17]2[CH:18]=[CH:19][C:20]([F:23])=[CH:21][CH:22]=2)([NH2:24])[CH2:14][CH:15]=[CH2:16])[CH3:9])=[CH:4][CH:3]=1 |f:2.3.4|. Procedure details: A mixture of (R)—N—((R)-1-((S)-1-(4-bromophenyl)ethylamino)-3-(4-fluorophenyl)hex-5-en-3-yl)-2-methylpropane-2-sulfinamide (16 g, 32.2 mmol) in 4M HCl in dioxane (100 mL, 400 mmol) was stirred for 1 h at 0° C. The mixture was concentrated to give the residue, which was treated with saturated Na2CO3 solution. The resulting mixture was extracted with EtOAc, and the combined organic layers was concentrated to afford (R)—N1—((S)-1-(4-bromophenyl)ethyl)-3-(4-fluorophenyl)hex-5-ene-1,3-diamine (12 g, ...